describe an organic reaction: reactants, conditions, products, and yield From a dataset of the Open Reaction Database (ORD), a public repository of structured organic reaction records. The reactants are O=C1NC(=S)OC1c1ccc(Br)s1, CCO, O, OO. Yields the product O=C1NC(=O)C(c2ccc(Br)s2)O1. RXN SMILES: [Br:1][c:2]1[cH:3][cH:4][c:5]([CH:7]2[C:8](=[O:13])[NH:9][C:10](=[S:12])[O:11]2)[s:6]1.[CH3:14][CH2:15][OH:16].[OH2:19].[OH:17][OH:18]>>[Br:1][c:2]1[cH:3][cH:4][c:5]([CH:7]2[C:8](=[O:13])[NH:9][C:10](=[O:16])[O:11]2)[s:6]1. Reaction SMILES: [CH2:2]1[O:3][c:4]2[cH:5][c:6]3[c:7]([cH:29][c:30]2[O:31]1)[O:8][CH:9]([CH2:12][NH:13][CH2:14][CH2:15][CH2:16][O:17][c:18]1[cH:19][c:20]2[c:21]([cH:22][cH:23][c:24](=[O:26])[o:25]2)[cH:27][cH:28]1)[CH2:10][O:11]3.[CH:35]([N:36]([CH:37]([CH3:38])[CH3:39])[CH2:40][CH3:41])([CH3:42])[CH3:43].[ClH:1].[I:32][CH2:33][CH3:34].[O:44]=[CH:45][N:46]([CH3:47])[CH3:48]>>[CH2:2]1[O:3][c:4]2[cH:5][c:6]3[c:7]([cH:29][c:30]2[O:31]1)[O:8][CH:9]([CH2:12][N:13]([CH2:14][CH2:15][CH2:16][O:17][c:18]1[cH:19][c:20]2[c:21]([cH:22][cH:23][c:24](=[O:26])[o:25]2)[cH:27][cH:28]1)[CH2:33][CH3:34])[CH2:10][O:11]3. The reactants are O=c1ccc2ccc(OCCCNCC3COc4cc5c(cc4O3)OCO5)cc2o1, CCN(C(C)C)C(C)C, Cl, CCI, CN(C)C=O. Yields the product CCN(CCCOc1ccc2ccc(=O)oc2c1)CC1COc2cc3c(cc2O1)OCO3. Reactants: FC(C(=O)NC)([C@H]([C@H](CC1CCCCC1)N)O)F (2,2-difluoro-(S)-3-hydroxy-(S)-4-amino-5-cyclohexyl-N-methylvaleramide), C(C)NC(C([C@@H]([C@H](CC1CCCCC1)NC(=O)OC(C)(C)C)O)(F)F)=O (2,2-difluoro-(R,S)-3-hydroxy-4-t-butoxycarbonylamino-5-cyclohexyl-valeramide ethyl ester). Reported procedure: An approximately 1:1 mixture (270 mg) of 2,2-difluoro-(R)-3-hydroxy-(S)-4-amino-5-cyclohexyl-N-methylvaleramide and 2,2-difluoro-(S)-3-hydroxy-(S)-4-amino-5-cyclohexyl-N-methylvaleramide obtained from 2,2-difluoro-(R,S)-3-hydroxy-4-t-butoxycarbonylamino-5-cyclohexyl-valeramide ethyl ester was treated according to the procedure of Example 1 with triethylamine, Mor-Phe-Nle, HBT and DCC to give, after identical workup and chromatography, the title substance (266 mg, 47%) which was well separated fr... Reaction SMILES: [F:1][C:2]([F:18])([C@@H:7]([OH:17])[C@@H:8]([NH2:16])[CH2:9][CH:10]1[CH2:15][CH2:14][CH2:13][CH2:12][CH2:11]1)[C:3]([NH:5][CH3:6])=[O:4].C(NC(=O)C(F)(F)[C@H](O)[C@@H](NC(OC(C)(C)C)=O)CC1CCCCC1)C>>[F:1][C:2]([F:18])([C@@H:7]([OH:17])[C@H:8]([NH2:16])[CH2:9][CH:10]1[CH2:15][CH2:14][CH2:13][CH2:12][CH2:11]1)[C:3]([NH:5][CH3:6])=[O:4]. Product: FC(C(=O)NC)([C@H]([C@@H](CC1CCCCC1)N)O)F (2,2-difluoro-(R)-3-hydroxy-(S)-4-amino-5-cyclohexyl-N-methylvaleramide). The reactants are ClC=1C=C(C=CC1Cl)[N+](=O)[O-] (3,4-dichloronitrobenzene), [F-].[K+] (potassium fluoride), [F-].[Cs+] (cesium fluoride), C1CCCS1(=O)=O (tetramethylenesulfone). Product: ClC=1C=C(C=CC1F)[N+](=O)[O-] (3-chloro-4-fluoronitrobenzene). Isolated yield 93.0%. Reaction SMILES: [Cl:1][C:2]1[CH:3]=[C:4]([N+:9]([O-:11])=[O:10])[CH:5]=[CH:6][C:7]=1Cl.[F-:12].[K+].[F-].[Cs+].C1S(=O)(=O)CCC1>>[Cl:1][C:2]1[CH:3]=[C:4]([N+:9]([O-:11])=[O:10])[CH:5]=[CH:6][C:7]=1[F:12] |f:1.2,3.4|. Procedure details: 1,500 parts of 3,4-dichloronitrobenzene, 680 parts of potassium fluoride and 5 parts of cesium fluoride are stirred in 1,500 parts of tetramethylenesulfone under nitrogen for 3 hours at 220° C. Working up takes place as described in Example 1(a). 1,275 parts (93% of theory) of 3-chloro-4-fluoronitrobenzene of melting point 41°-42° C. are obtained. Product: BrC=1C=C(SC1C#N)C(=O)OC (methyl 4-bromo-5-cyanothiophene-2-carboxylate). Run in Cl (HCl), C(C)(=O)OCC (ethyl acetate), C(C)O (ethanol), O (water), C(C)#N (acetonitrile). The yield is 94.6%. Procedure: To a solution of 16.48 g (66.17 mmol) of methyl 4-bromo-5-formylthiophene-2-carboxylate in 165 mL of acetonitrile was added 5.06 g (72.78 mmol) of hydroxylamine hydrochloride. To this suspension 32.05 mL (397 mmol) of pyridine was added dropwise over a period of 20 min at 20-25° C. After 90 min stirring, neat trifluoroacetic anhydride (22.5 mL, 158.8 mmol) was dropped in over 30 min at room temperature. After 2.5 hours stirring, the reaction mass was poured in a mixture of HCl 0.5 M (200 mL) and... The reactants are FC(C(=O)OC(C(F)(F)F)=O)(F)F (trifluoroacetic anhydride), crude material, BrC=1C=C(SC1C=O)C(=O)OC (methyl 4-bromo-5-formylthiophene-2-carboxylate), Cl.NO (hydroxylamine hydrochloride), N1=CC=CC=C1 (pyridine). As a reaction SMILES: [Br:1][C:2]1[CH:3]=[C:4]([C:9]([O:11][CH3:12])=[O:10])[S:5][C:6]=1[CH:7]=O.Cl.NO.[N:16]1C=CC=CC=1.FC(F)(F)C(OC(=O)C(F)(F)F)=O>C(#N)C.Cl.C(OCC)(=O)C.C(O)C.O>[Br:1][C:2]1[CH:3]=[C:4]([C:9]([O:11][CH3:12])=[O:10])[S:5][C:6]=1[C:7]#[N:16] |f:1.2|. Reaction conditions: time 90 minute. Reactants: ClC1=CC=C(C(=O)Cl)C=C1 (p-Chlorobenzoyl chloride), [Cl-].[Al+3].[Cl-].[Cl-] (aluminum chloride), COC(=O)C=1N(C=C(C1)SC)C (2-methoxycarbonyl-4-methylthio-1-methylpyrrole). The solvent is C(Cl)Cl (methylene chloride), C(Cl)Cl (methylene chloride). Reaction conditions: time 1 hour. Yields the product ClC1=CC=C(C(=O)C2=C(C=C(N2C)C(=O)OC)SC)C=C1 (5-(p-chlorobenzoyl)-2-methoxycarbonyl-4-methylthio-1-methylpyrrole). Yield: 30.9%. RXN SMILES: [Cl:1][C:2]1[CH:10]=[CH:9][C:5]([C:6](Cl)=[O:7])=[CH:4][CH:3]=1.[Cl-].[Al+3].[Cl-].[Cl-].[CH3:15][O:16][C:17]([C:19]1[N:20]([CH3:26])[CH:21]=[C:22]([S:24][CH3:25])[CH:23]=1)=[O:18]>C(Cl)Cl>[Cl:1][C:2]1[CH:10]=[CH:9][C:5]([C:6]([C:21]2[N:20]([CH3:26])[C:19]([C:17]([O:16][CH3:15])=[O:18])=[CH:23][C:22]=2[S:24][CH3:25])=[O:7])=[CH:4][CH:3]=1 |f:1.2.3.4|. Procedure details: p-Chlorobenzoyl chloride (2.75 ml, 20 mmol), dissolved 20 ml of methylene chloride and 2.6 g (20 mmol) of aluminum chloride are mixed well at room temperature. After about 5 minutes 1.87 g (10 mmole) of 2-methoxycarbonyl-4-methylthio-1-methylpyrrole is added dropwise. The reaction mixture turns immediately into a dark red colored solution. The reaction is stirred for one hour before it is diluted with 75 ml of methylene chloride and extracted with water. The methylene chloride layer is separated... The reactants are OC=1C=C2CC(CC2=CC1)CN1CCC(CC1)(O)CC1=CC=C(C=C1)C ((RS)-1-(5-hydroxy-indan-2-ylmethyl)-4-(4-methyl-benzyl)-piperidin-4-ol), Cl (HCl). Run in CCO (EtOH). Run at temperature 4 celsius. Yields the product Cl.OC=1C=C2CC(CC2=CC1)CN1CCC(CC1)(O)CC1=CC=C(C=C1)C ((RS)-1-(5-hydroxy-indan-2-ylmethyl)-4-(4-methyl-benzyl)-piperidin-4-ol hydrochloride). Yield: 49.0%. As a reaction SMILES: [OH:1][C:2]1[CH:3]=[C:4]2[C:8](=[CH:9][CH:10]=1)[CH2:7][CH:6]([CH2:11][N:12]1[CH2:17][CH2:16][C:15]([CH2:19][C:20]3[CH:25]=[CH:24][C:23]([CH3:26])=[CH:22][CH:21]=3)([OH:18])[CH2:14][CH2:13]1)[CH2:5]2.[ClH:27]>CCO>[ClH:27].[OH:1][C:2]1[CH:3]=[C:4]2[C:8](=[CH:9][CH:10]=1)[CH2:7][CH:6]([CH2:11][N:12]1[CH2:13][CH2:14][C:15]([CH2:19][C:20]3[CH:21]=[CH:22][C:23]([CH3:26])=[CH:24][CH:25]=3)([OH:18])[CH2:16][CH2:17]1)[CH2:5]2 |f:3.4|. Procedure: (RS)-1-(5-hydroxy-indan-2-ylmethyl)-4-(4-methyl-benzyl)-piperidin-4-ol (177 mg, 0.503 mmol) was dissolved in EtOH and ethanolic HCl (1.7 eq) was added, the product was precipitated after 15 min. by addition of diethylether while cooling to 4° C. The product was afforded as a white solid-foam (RS)-1-(5-hydroxy-indan-2-ylmethyl)-4-(4-methyl-benzyl)-piperidin-4-ol hydrochloride (95.7 mg, 0.246 mmol, 49%) Mp. 88-90° C., MS m/e=352.2 (M+H+). Starting materials: N(=NC(=O)OC(C)C)C(=O)OC(C)C (Diisopropyl azodicarboxylate), ClC1=CC2=C(S1)C1(CCN(CC1)CC=1C(=NN(C1)C1=NC=CC=C1CO)C)OCC2(F)F ([2-[4-[(2-chloro-4,4-difluoro-spiro[5H-thieno[2,3-c]pyran-7,4′-piperidine]-1′-yl)methyl]-3-methyl-pyrazol-1-yl]-3-pyridyl]methanol), C1(C=2C(C(N1)=O)=CC=CC2)=O (phthalimide), C1(=CC=CC=C1)P(C1=CC=CC=C1)C1=CC=CC=C1 (triphenylphosphine). The solvent is C1(=CC=CC=C1)C (toluene). Reaction conditions: time 8 hour. Product: ClC1=CC2=C(S1)C1(CCN(CC1)CC=1C(=NN(C1)C1=NC=CC=C1CN1C(C3=CC=CC=C3C1=O)=O)C)OCC2(F)F (2-[[2-[4-[(2-chloro-4,4-difluoro-spiro[5H-thieno[2,3-c]pyran-7,4′-piperidine]-1′-yl)methyl]-3-methyl-pyrazol-1-yl]-3-pyridyl]methyl]isoindoline-1,3-dione). The yield is 91.5%. As a reaction SMILES: N(C(OC(C)C)=O)=NC(OC(C)C)=O.[Cl:15][C:16]1[S:20][C:19]2[C:21]3([O:42][CH2:43][C:44]([F:46])([F:45])[C:18]=2[CH:17]=1)[CH2:26][CH2:25][N:24]([CH2:27][C:28]1[C:29]([CH3:41])=[N:30][N:31]([C:33]2[C:38]([CH2:39]O)=[CH:37][CH:36]=[CH:35][N:34]=2)[CH:32]=1)[CH2:23][CH2:22]3.[C:47]1(=[O:57])[NH:51][C:50](=[O:52])[C:49]2=[CH:53][CH:54]=[CH:55][CH:56]=[C:48]12.C1(P(C2C=CC=CC=2)C2C=CC=CC=2)C=CC=CC=1>C1(C)C=CC=CC=1>[Cl:15][C:16]1[S:20][C:19]2[C:21]3([O:42][CH2:43][C:44]([F:45])([F:46])[C:18]=2[CH:17]=1)[CH2:22][CH2:23][N:24]([CH2:27][C:28]1[C:29]([CH3:41])=[N:30][N:31]([C:33]2[C:38]([CH2:39][N:51]4[C:47](=[O:57])[C:48]5[C:49](=[CH:53][CH:54]=[CH:55][CH:56]=5)[C:50]4=[O:52])=[CH:37][CH:36]=[CH:35][N:34]=2)[CH:32]=1)[CH2:25][CH2:26]3. Procedure details: Diisopropyl azodicarboxylate (0.105 mL, 0.54 mmol) is added to a solution of [2-[4-[(2-chloro-4,4-difluoro-spiro[5H-thieno[2,3-c]pyran-7,4′-piperidine]-1′-yl)methyl]-3-methyl-pyrazol-1-yl]-3-pyridyl]methanol (0.173 g, 0.36 mmol), phthalimide (0.079 mg, 0.54 mmol) and triphenylphosphine (0.142 g, 0.54 mmol) in toluene (3 mL) at 0° C. The mixture is stirred at room temperature overnight. The solvent is removed and the residue is purified first using a 2 g SCX cartridge and after evaporation of the... Starting materials: C(C)(C)N(C(C)C)CC (N,N-Diisopropylethylamine), BrCC#N (bromoacetonitrile), N([C@@H](CCCNC(=O)OCC1=CC=CC=C1)C(=O)O)C(=O)OC(C)(C)C (Boc-Orn(Z)—OH). The solvent is C(C)#N (acetonitrile). Conditions: time 1 hour. The product is C(C1=CC=CC=C1)OC(=O)NCCC[C@@H](C(=O)OCC#N)NC(=O)OC(C)(C)C ((S)-cyanomethyl 5-(((benzyloxy)carbonyl)amino)-2-((tert-butoxycarbonyl)amino)pentanoate). Yield: 105.4%. RXN SMILES: [CH:1]([N:4](CC)C(C)C)(C)[CH3:2].BrCC#N.[NH:14]([C:33]([O:35][C:36]([CH3:39])([CH3:38])[CH3:37])=[O:34])[C@H:15]([C:30]([OH:32])=[O:31])[CH2:16][CH2:17][CH2:18][NH:19][C:20]([O:22][CH2:23][C:24]1[CH:29]=[CH:28][CH:27]=[CH:26][CH:25]=1)=[O:21]>C(#N)C>[CH2:23]([O:22][C:20]([NH:19][CH2:18][CH2:17][CH2:16][C@H:15]([NH:14][C:33]([O:35][C:36]([CH3:39])([CH3:38])[CH3:37])=[O:34])[C:30]([O:32][CH2:2][C:1]#[N:4])=[O:31])=[O:21])[C:24]1[CH:29]=[CH:28][CH:27]=[CH:26][CH:25]=1. Reported procedure: N,N-Diisopropylethylamine (84 μL, 0.480 mmol) and subsequently bromoacetonitrile (152 μL, 2.183 mmol) were added to a solution of Boc-Orn(Z)—OH (Compound tk65) (160 mg, 0.437 mmol) in acetonitrile (0.5 mL) at room temperature under a nitrogen atmosphere. The reaction mixture was stirred at the same temperature for 1 hours and then concentrated under reduced pressure, and the resulting crude product was purified by normal-phase silica gel column chromatography (hexane/ethyl acetate) to afford (S)... Starting materials: CN (Methylamine), CN(C)C(=[N+](C)C)ON1C2=C(C=CC=C2)N=N1.[B-](F)(F)(F)F (TBTU), FC1=C(C=C(C=C1)C)C=1C=NC(=NC1)N1C=C(C2=CC=C(C=C12)C(=O)N(C)CC(=O)O)SC (2-(1-(5-(2-Fluoro-5-methylphenyl)pyrimidin-2-yl)-N-methyl-3-(methylthio)-1H-indole-6-carboxamido)acetic acid). Product: FC1=C(C=C(C=C1)C)C=1C=NC(=NC1)N1C=C(C2=CC=C(C=C12)C(=O)N(CC(=O)NC)C)SC (1-(5-(2-Fluoro-5-methylphenyl)pyrimidin-2-yl)-N-methyl-N-(2-(methylamino)-2-oxoethyl)-3-(methylthio)-1H-indole-6-carboxamide). Reaction SMILES: CN.[CH3:3][N:4](C(ON1N=NC2C=CC=CC1=2)=[N+](C)C)C.[B-](F)(F)(F)F.[F:25][C:26]1[CH:31]=[CH:30][C:29]([CH3:32])=[CH:28][C:27]=1[C:33]1[CH:34]=[N:35][C:36]([N:39]2[C:47]3[C:42](=[CH:43][CH:44]=[C:45]([C:48]([N:50]([CH2:52][C:53]([OH:55])=O)[CH3:51])=[O:49])[CH:46]=3)[C:41]([S:56][CH3:57])=[CH:40]2)=[N:37][CH:38]=1>>[F:25][C:26]1[CH:31]=[CH:30][C:29]([CH3:32])=[CH:28][C:27]=1[C:33]1[CH:38]=[N:37][C:36]([N:39]2[C:47]3[C:42](=[CH:43][CH:44]=[C:45]([C:48]([N:50]([CH3:51])[CH2:52][C:53]([NH:4][CH3:3])=[O:55])=[O:49])[CH:46]=3)[C:41]([S:56][CH3:57])=[CH:40]2)=[N:35][CH:34]=1 |f:1.2|. Procedure: Methylamine (2M in THF, 1.54 ml, 3.09 mmol) was coupled with TBTU to 304c) (0.48 g, 1.03 mmol). Light yellow solid. Yield: 0.22 g (45% of theory)